This data is from the Open Reaction Database (ORD), a public repository of structured organic reaction records. The task is: describe an organic reaction: reactants, conditions, products, and yield Starting materials: [Al+3], [H-], [H-], [H-], [H-], [Li+], C1CCOC1, O, COc1ccc(-c2nc3ccccc3s2)c(NC(=O)c2ccc(OCCN3CCCCC3)c(F)c2)c1. Product: COc1ccc(-c2nc3ccccc3s2)c(NCc2ccc(OCCN3CCCCC3)c(F)c2)c1. As a reaction SMILES: [Al+3:2].[H-:1].[H-:4].[H-:5].[H-:6].[Li+:3].[O:44]1[CH2:45][CH2:46][CH2:47][CH2:48]1.[OH2:43].[s:7]1[c:8](-[c:16]2[c:17]([NH:24][C:25]([c:26]3[cH:27][c:28]([F:41])[c:29]([O:32][CH2:33][CH2:34][N:35]4[CH2:36][CH2:37][CH2:38][CH2:39][CH2:40]4)[cH:30][cH:31]3)=[O:42])[cH:18][c:19]([O:22][CH3:23])[cH:20][cH:21]2)[n:9][c:10]2[c:11]1[cH:12][cH:13][cH:14][cH:15]2>>[s:7]1[c:8](-[c:16]2[c:17]([NH:24][CH2:25][c:26]3[cH:27][c:28]([F:41])[c:29]([O:32][CH2:33][CH2:34][N:35]4[CH2:36][CH2:37][CH2:38][CH2:39][CH2:40]4)[cH:30][cH:31]3)[cH:18][c:19]([O:22][CH3:23])[cH:20][cH:21]2)[n:9][c:10]2[c:11]1[cH:12][cH:13][cH:14][cH:15]2. The solvent is C(C)(=O)OCC (ethyl acetate). Yields the product CC1=CC=C(C=C1)[C@@H]1CC[C@H](CC1)C1CCC(CC1)C1CC(O1)=O (4-(4-(trans-4-(4-methylphenyl)-cyclohexyl)cyclohexyl)-2-oxetanone). RXN SMILES: [CH3:1][C:2]1[CH:7]=[CH:6][C:5]([C@H:8]2[CH2:13][CH2:12][C@H:11]([CH:14]3[CH2:19][CH2:18][CH:17]([CH:20]=[O:21])[CH2:16][CH2:15]3)[CH2:10][CH2:9]2)=[CH:4][CH:3]=1.[CH2:22]=[C:23]=[O:24]>C(OCC)(=O)C.[Fe](Cl)Cl>[CH3:1][C:2]1[CH:7]=[CH:6][C:5]([C@H:8]2[CH2:9][CH2:10][C@H:11]([CH:14]3[CH2:19][CH2:18][CH:17]([CH:20]4[O:21][C:23](=[O:24])[CH2:22]4)[CH2:16][CH2:15]3)[CH2:12][CH2:13]2)=[CH:4][CH:3]=1. Procedure: 4-(trans-4-(4-methylphenyl)cyclohexyl)cyclohexane-carbaldehyde (20.6 g, 72 mmol, ratio of trans-4-(trans-4-(4-methylphenyl)cyclohexyl)cyclohexanecarbaldehyde/cis-4-(trans-4-(4-methylphenyl)cyclohexyl)-cyclohexylcarbaldehyde=98/2) was dissolved in ethyl acetate (380 g), and iron chloride (FeCl3, 0.2 g, 1.2 mmol) was added thereto. 3.7 equivalents of ketene was introduced into the solution at 40° C. over 150 minutes. After completing the introduction of ketene, nitrogen was introduced for 30 minut... Reactants: C=C=O (ketene), C=C=O (ketene), CC1=CC=C(C=C1)[C@@H]1CC[C@H](CC1)C1CCC(CC1)C=O (4-(trans-4-(4-methylphenyl)cyclohexyl)cyclohexane-carbaldehyde), C=C=O (ketene). Yield: 88.0%. Reagents/catalysts: [Fe](Cl)Cl (iron chloride). Starting materials: FC(COC1=C(C(=O)O)C=CC=C1)(F)F (2-(2,2,2-Trifluoroethoxy)benzoic acid), [OH-].[Na+] (sodium hydroxide). The solvent is C(C)O (ethanol), C(C)O (ethanol). Reaction conditions: time 1 hour. Product: FC(COC1=C(C(=O)[O-])C=CC=C1)(F)F.[Na+] (sodium 2-(2,2,2-trifluoroethoxy)benzoate). As a reaction SMILES: [F:1][C:2]([F:15])([F:14])[CH2:3][O:4][C:5]1[CH:13]=[CH:12][CH:11]=[CH:10][C:6]=1[C:7]([OH:9])=[O:8].[OH-].[Na+:17]>C(O)C>[F:1][C:2]([F:14])([F:15])[CH2:3][O:4][C:5]1[CH:13]=[CH:12][CH:11]=[CH:10][C:6]=1[C:7]([O-:9])=[O:8].[Na+:17] |f:1.2,4.5|. Reported procedure: 2-(2,2,2-Trifluoroethoxy)benzoic acid is dissolved in ethanol and treated with an equimolar amount of sodium hydroxide dissolved in a minimum amount of ethanol and stirred for one hour. The solvent is removed by evaporation in vacuo to give sodium 2-(2,2,2-trifluoroethoxy)benzoate. Reactants: CC1=NNC(=C1B1OC(C(O1)(C)C)(C)C)C (3,5-dimethyl-4-(4,4,5,5-tetramethyl-1,3,2-dioxaborolan-2-yl)-1 H-pyrazole), C(C1=CC=CC=C1)N([C@H]1CC2=C(C=CC=C2CC1)Br)CC1=CC=CC=C1 ((2R)-N,N-dibenzyl-8-bromo-1,2,3,4-tetrahydronaphthalen-2-amine). The product is C(C1=CC=CC=C1)N([C@H]1CC2=C(C=CC=C2CC1)C=1C(=NNC1C)C)CC1=CC=CC=C1 ((2R)-N,N-Dibenzyl-8-(3,5-dimethyl-1 H-pyrazol-4-yl)-1,2,3,4-tetrahydronaphthalen-2-amine). The yield is 58.0%. RXN SMILES: [CH3:1][C:2]1[C:6](B2OC(C)(C)C(C)(C)O2)=[C:5]([CH3:16])[NH:4][N:3]=1.[CH2:17]([N:24]([CH2:36][C:37]1[CH:42]=[CH:41][CH:40]=[CH:39][CH:38]=1)[C@@H:25]1[CH2:34][CH2:33][C:32]2[C:27](=[C:28](Br)[CH:29]=[CH:30][CH:31]=2)[CH2:26]1)[C:18]1[CH:23]=[CH:22][CH:21]=[CH:20][CH:19]=1>>[CH2:36]([N:24]([CH2:17][C:18]1[CH:23]=[CH:22][CH:21]=[CH:20][CH:19]=1)[C@@H:25]1[CH2:34][CH2:33][C:32]2[C:27](=[C:28]([C:6]3[C:2]([CH3:1])=[N:3][NH:4][C:5]=3[CH3:16])[CH:29]=[CH:30][CH:31]=2)[CH2:26]1)[C:37]1[CH:38]=[CH:39][CH:40]=[CH:41][CH:42]=1. Reported procedure: The title compound was synthesized as described for Intermediate example I-4 in 58% yield, starting from 3,5-dimethyl-4-(4,4,5,5-tetramethyl-1,3,2-dioxaborolan-2-yl)-1 H-pyrazole and (2R)-N,N-dibenzyl-8-bromo-1,2,3,4-tetrahydronaphthalen-2-amine (described in WO9905134A1): MS (ESI) m/z 422[M+H+]. The reactants are solution, C(C)S (ethanethiol), suspension, [Cl-].[Al+3].[Cl-].[Cl-] (aluminium chloride), C(C)(C)C=1C=C2CCCC(C2=CC1OC)=O (6-isopropyl-7-methoxy-1-tetralone). The solvent is ClCCl (dichloromethane), ClCCl (dichloromethane). Conditions: time 5 minute. Yields the product OC1=C(C=C2CCCC(C2=C1)=O)C(C)C (7-Hydroxy-6-isopropyl-1-tetralone). Isolated yield 59.4%. Reaction SMILES: C(S)C.[Cl-].[Al+3].[Cl-].[Cl-].[CH:8]([C:11]1[CH:12]=[C:13]2[C:18](=[CH:19][C:20]=1[O:21]C)[C:17](=[O:23])[CH2:16][CH2:15][CH2:14]2)([CH3:10])[CH3:9]>ClCCl>[OH:21][C:20]1[CH:19]=[C:18]2[C:13]([CH2:14][CH2:15][CH2:16][C:17]2=[O:23])=[CH:12][C:11]=1[CH:8]([CH3:10])[CH3:9] |f:1.2.3.4|. Procedure details: 20 ml of ethanethiol was added to 100 ml of a suspension of 28 g of aluminium chloride in dichloromethane cooled with ice. The obtained mixture was stirred for 5 minutes, followed by the slowly, dropwise addition thereto of 50 ml of a solution of 15.3 g of 6-isopropyl-7-methoxy-1-tetralone in dichloromethane. After the completion of the dropwise addition, the obtained mixture was stirred for 3 hours at room temperature and poured onto ice-water. The obtained mixture was extracted with ethyl acet... Product: CC(=O)NCC1CN(c2ccc(C(=O)COC3COc4nc([N+](=O)[O-])cn4C3)c(F)c2)C(=O)O1. Reaction SMILES: [CH3:35][OH:36].[F:1][c:2]1[cH:3][c:4]([N:24]2[C:25](=[O:34])[O:26][CH:27]([CH2:29][NH:30][C:31]([CH3:32])=[O:33])[CH2:28]2)[cH:5][cH:6][c:7]1[C:8](=[CH2:9])[CH2:10][O:11][CH:12]1[CH2:13][n:14]2[c:15]([n:18][c:19]([N+:21](=[O:22])[O-:23])[cH:20]2)[O:16][CH2:17]1.[O:37]=[Os:38](=[O:39])(=[O:40])=[O:41]>>[F:1][c:2]1[cH:3][c:4]([N:24]2[C:25](=[O:34])[O:26][CH:27]([CH2:29][NH:30][C:31]([CH3:32])=[O:33])[CH2:28]2)[cH:5][cH:6][c:7]1[C:8]([CH2:10][O:11][CH:12]1[CH2:13][n:14]2[c:15]([n:18][c:19]([N+:21](=[O:22])[O-:23])[cH:20]2)[O:16][CH2:17]1)=[O:36]. The reactants are CO, C=C(COC1COc2nc([N+](=O)[O-])cn2C1)c1ccc(N2CC(CNC(C)=O)OC2=O)cc1F, O=[Os](=O)(=O)=O. The reactants are O=C(OCc1ccccc1)N(CCBr)c1ccc(O)cc1O, [K+], [K+], O=C([O-])[O-], CN(C)C=O. The product is O=C(OCc1ccccc1)N1CCOc2cc(O)ccc21. As a reaction SMILES: [CH2:1]([c:2]1[cH:3][cH:4][cH:5][cH:6][cH:7]1)[O:8][C:9]([N:10]([c:11]1[c:12]([OH:18])[cH:13][c:14]([OH:17])[cH:15][cH:16]1)[CH2:19][CH2:20][Br:21])=[O:22].[K+:23].[K+:24].[O-:25][C:26]([O-:27])=[O:28].[O:29]=[CH:30][N:31]([CH3:32])[CH3:33]>>[CH2:1]([c:2]1[cH:3][cH:4][cH:5][cH:6][cH:7]1)[O:8][C:9]([N:10]1[c:11]2[c:12]([cH:13][c:14]([OH:17])[cH:15][cH:16]2)[O:18][CH2:20][CH2:19]1)=[O:22]. Reactants: resultant mixture, C(C1=CC=CC=C1)[B-](C1=CC=CC=C1)(C1=CC=CC=C1)C1=CC=CC=C1.[Li+] (lithium benzyltriphenylborate), [Br-].C[S+](CC(=O)C1=CC=CC=C1)C (dimethylphenacylsulfonium bromide). Run in O (water), O (water). Yields the product C[S+](CC(=O)C1=CC=CC=C1)C.C(C1=CC=CC=C1)[B-](C1=CC=CC=C1)(C1=CC=CC=C1)C1=CC=CC=C1 (dimethylphenacylsulfonium benzyltriphenylborate). Yield: 82.2%. As a reaction SMILES: [CH2:1]([B-:8]([C:21]1[CH:26]=[CH:25][CH:24]=[CH:23][CH:22]=1)([C:15]1[CH:20]=[CH:19][CH:18]=[CH:17][CH:16]=1)[C:9]1[CH:14]=[CH:13][CH:12]=[CH:11][CH:10]=1)[C:2]1[CH:7]=[CH:6][CH:5]=[CH:4][CH:3]=1.[Li+].[Br-].[CH3:29][S+:30]([CH3:40])[CH2:31][C:32]([C:34]1[CH:39]=[CH:38][CH:37]=[CH:36][CH:35]=1)=[O:33]>O>[CH3:29][S+:30]([CH3:40])[CH2:31][C:32]([C:34]1[CH:39]=[CH:38][CH:37]=[CH:36][CH:35]=1)=[O:33].[CH2:1]([B-:8]([C:9]1[CH:14]=[CH:13][CH:12]=[CH:11][CH:10]=1)([C:15]1[CH:16]=[CH:17][CH:18]=[CH:19][CH:20]=1)[C:21]1[CH:26]=[CH:25][CH:24]=[CH:23][CH:22]=1)[C:2]1[CH:3]=[CH:4][CH:5]=[CH:6][CH:7]=1 |f:0.1,2.3,5.6|. Procedure details: An aqueous solution of 6.51 g of lithium benzyltriphenylborate in 100 ml of water was added to an aqueous solution of 5.00 g of dimethylphenacylsulfonium bromide in 200 ml of water, and the resultant mixture was stirred at room temperature for 30 minutes. Then, the reaction mixture was filtered, and the resultant crystal was washed with water and dried to give 8.09 g of dimethylphenacylsulfonium-benzyltriphenylborate. The reactants are N1=CC(=CC2=CC=CC=C12)CO (3-quinolinemethanol), S(=O)(Cl)Cl (thionyl chloride), S(=O)(Cl)Cl (thionyl chloride). Solvent: C1(=CC=CC=C1)C (toluene), C1(=CC=CC=C1)C (toluene). Run at time 4 hour. The product is Cl.ClCC=1C=NC2=CC=CC=C2C1 (3-Chloromethylquinoline hydrochloride). Isolated yield 60.0%. Reaction SMILES: [N:1]1[C:10]2[C:5](=[CH:6][CH:7]=[CH:8][CH:9]=2)[CH:4]=[C:3]([CH2:11]O)[CH:2]=1.S(Cl)([Cl:15])=O>C1(C)C=CC=CC=1>[ClH:15].[Cl:15][CH2:11][C:3]1[CH:2]=[N:1][C:10]2[C:5]([CH:4]=1)=[CH:6][CH:7]=[CH:8][CH:9]=2 |f:3.4|. Reported procedure: To a solution of 2.53 g (15.9 mmol) of 3-quinolinemethanol in 25 mL of toluene was added dropwise at room temperature 5 mL of thionyl chloride. The reaction mixture was stirred at that temperature for 4 hours, then dried in vacuo to give which was suspended in 20 mL of toluene and treated with 4 mL of thionyl chloride at room temperature overnight. The reaction mixture was concentrated under reduced pressure to give 2.05 g (60%) of a solid. The product, having the structural formula ##STR83## wa...